Task: describe an organic reaction: reactants, conditions, products, and yield. Dataset: the Open Reaction Database (ORD), a public repository of structured organic reaction records Reactants: CC1(C2=CC[C@H]3[C@@H]4CC[C@H]([C@H](C)CO[Si](C(C)C)(C(C)C)C(C)C)[C@]4(CC[C@@H]3[C@]2(CC[C@@H]1O)C)C)C ((20S)-4,4-dimethyl-20-[((triisopropylsilyl)oxy)methyl]-pregna-5-en-3β-ol), C(C)(=O)OC(C)=O (acetic anhydride), ice hydrochloric acid. The solvent is N1=CC=CC=C1 (pyridine). Run at time 20 hour. Yields the product C(C)(=O)O.CC1(C2=CC[C@H]3[C@@H]4CC[C@H]([C@H](C)CO[Si](C(C)C)(C(C)C)C(C)C)[C@]4(CC[C@@H]3[C@]2(CCC1=O)C)C)C ((20S)-4,4-dimethyl-20-[((triisopropylsilyl)oxy)methyl]-pregna-5-en-3-one acetate). RXN SMILES: [CH3:1][C:2]1([CH3:36])[C@@H:32]([OH:33])[CH2:31][CH2:30][C@@:29]2([CH3:34])[C:3]1=[CH:4][CH2:5][C@@H:6]1[C@@H:28]2[CH2:27][CH2:26][C@@:25]2([CH3:35])[C@H:7]1[CH2:8][CH2:9][C@@H:10]2[C@@H:11]([CH2:13][O:14][Si:15]([CH:22]([CH3:24])[CH3:23])([CH:19]([CH3:21])[CH3:20])[CH:16]([CH3:18])[CH3:17])[CH3:12].[C:37]([O:40]C(=O)C)(=[O:39])[CH3:38]>N1C=CC=CC=1>[C:37]([OH:40])(=[O:39])[CH3:38].[CH3:36][C:2]1([CH3:1])[C:32](=[O:33])[CH2:31][CH2:30][C@@:29]2([CH3:34])[C:3]1=[CH:4][CH2:5][C@@H:6]1[C@@H:28]2[CH2:27][CH2:26][C@@:25]2([CH3:35])[C@H:7]1[CH2:8][CH2:9][C@@H:10]2[C@@H:11]([CH2:13][O:14][Si:15]([CH:19]([CH3:21])[CH3:20])([CH:16]([CH3:18])[CH3:17])[CH:22]([CH3:23])[CH3:24])[CH3:12] |f:3.4|. Reported procedure: To a solution of 18.2 g (20S)-4,4-dimethyl-20-[((triisopropylsilyl)oxy)methyl]-pregna-5-en-3β-ol in 175 ml pyridine 6.24 ml of acetic anhydride were added at room temperature. The reaction mixture was stirred for 20 hours and then poured into an ice/hydrochloric acid mixture. This was extracted with ethyl acetate. The organic layers were combined, washed with brine, dried over sodium sulfate, filtered and concentrated under reduced pressure to give 16.2 g (20S)-4,4-dimethyl-20-[((triisopropylsil... Starting materials: CCOc1ccccc1-c1ccc(CNC(=O)OC(C)(C)C)cc1NC(=O)c1c[nH]c2ccccc2c1=O, ClCCl, O=C(O)C(F)(F)F. Yields the product CCOc1ccccc1-c1ccc(CN)cc1NC(=O)c1c[nH]c2ccccc2c1=O. RXN SMILES: [C:1]([O:2][C:3](=[O:4])[NH:7][CH2:8][c:9]1[cH:10][c:11]([NH:24][C:25](=[O:26])[c:27]2[cH:28][nH:29][c:30]3[cH:31][cH:32][cH:33][cH:34][c:35]3[c:36]2=[O:37])[c:12](-[c:15]2[c:16]([O:21][CH2:22][CH3:23])[cH:17][cH:18][cH:19][cH:20]2)[cH:13][cH:14]1)([CH3:5])([CH3:6])[CH3:38].[Cl:39][CH2:40][Cl:41].[F:42][C:43]([F:44])([F:45])[C:46]([OH:47])=[O:48]>>[NH2:7][CH2:8][c:9]1[cH:10][c:11]([NH:24][C:25](=[O:26])[c:27]2[cH:28][nH:29][c:30]3[cH:31][cH:32][cH:33][cH:34][c:35]3[c:36]2=[O:37])[c:12](-[c:15]2[c:16]([O:21][CH2:22][CH3:23])[cH:17][cH:18][cH:19][cH:20]2)[cH:13][cH:14]1. The reactants are Cc1c(C)n(Cc2ccccc2)c2c(OCc3ccc(F)cc3)c(C#N)cnc12, CCO, [K+], [OH-], O. Yields the product Cc1c(C)n(Cc2ccccc2)c2c(OCc3ccc(F)cc3)c(C(=O)O)cnc12. As a reaction SMILES: [CH2:1]([c:2]1[cH:3][cH:4][cH:5][cH:6][cH:7]1)[n:8]1[c:9]([CH3:29])[c:10]([CH3:28])[c:11]2[n:12][cH:13][c:14]([C:26]#[N:27])[c:15]([O:17][CH2:18][c:19]3[cH:20][cH:21][c:22]([F:25])[cH:23][cH:24]3)[c:16]12.[CH3:33][CH2:34][OH:35].[K+:31].[OH-:30].[OH2:32]>>[CH2:1]([c:2]1[cH:3][cH:4][cH:5][cH:6][cH:7]1)[n:8]1[c:9]([CH3:29])[c:10]([CH3:28])[c:11]2[n:12][cH:13][c:14]([C:26](=[O:30])[OH:32])[c:15]([O:17][CH2:18][c:19]3[cH:20][cH:21][c:22]([F:25])[cH:23][cH:24]3)[c:16]12. The reactants are [Cl-] (chloride), CNC (dimethylamine), resultant compound, C(=O)(O)C12CC3(CC(CC(C1)C3)(C2)O)C(=O)O (1,3-dicarboxy-5-adamantanol), N (ammonia), C(=O)(O)C12CC3(CC(CC(C1)(C3)O)(C2)O)C(=O)O (1,3-dicarboxy-5,7-adamantanediol), NN (hydrazine), N(N)C(=O)C12CC3(CC(CC(C1)(C3)O)(C2)O)C(=O)NN (1,3-di(hydrazinocarbonyl)-5,7-adamantanediol), CN(C(=O)C12CC3(CC(CC(C1)C3)C2)O)C (1-(N,N-dimethylcarbamoyl)-3-adamantanol). Product: CN(C(=O)C12CC3(CC(CC(C1)C3)C2)C(=O)OC)C (1-(N,N-dimethylcarbamoyl)-3-methoxycarbonyladamantane), C(=O)(O)C12CC3(CC(CC(C1)C3)C2)C(=O)OC (1-carboxy-3-methoxycarbonyladamantane). RXN SMILES: [C:1]([C:4]12[CH2:13][C:8]3(O)[CH2:9][CH:10]([CH2:12][C:6]([C:15]([OH:17])=[O:16])([CH2:7]3)[CH2:5]1)[CH2:11]2)(O)=O.N.[C:19]([C:22]12[CH2:32][C:26]3(O)[CH2:27][C:28](O)([CH2:30][C:24]([C:34]([OH:36])=[O:35])([CH2:25]3)[CH2:23]1)[CH2:29]2)([OH:21])=[O:20].NN.N(C(C12CC3(O)CC(O)(CC(C(NN)=O)(C3)C1)C2)=O)N.[CH3:59][N:60]([CH3:74])[C:61](C12CC3CC(CC(O)(C3)C1)C2)=[O:62].[Cl-].CNC>>[CH3:59][N:60]([CH3:74])[C:61]([C:8]12[CH2:13][CH:4]3[CH2:11][CH:10]([CH2:12][C:6]([C:15]([O:17][CH3:19])=[O:16])([CH2:5]3)[CH2:7]1)[CH2:9]2)=[O:62].[C:19]([C:22]12[CH2:32][CH:26]3[CH2:27][CH:28]([CH2:30][C:24]([C:34]([O:36][CH3:1])=[O:35])([CH2:25]3)[CH2:23]1)[CH2:29]2)([OH:21])=[O:20]. Reported procedure: For example, reaction of 1,3-dicarboxy-5-adamantanol with ammonia provides 1,3-dicarbamoyl-5-admatanol. Reaction of 1,3-dicarboxy-5,7-adamantanediol with hydrazine forms 1,3-di(hydrazinocarbonyl)-5,7-adamantanediol, etc. 1-(N,N-dimethylcarbamoyl)-3-adamantanol can be obtained by acting thyonyl chloride on 1-carboxy-3-adamantanol followed by reacting the resultant compound with dimethylamine. Similarly, 1-(N,N-dimethylcarbamoyl)-3-methoxycarbonyladamantane can be formed from 1-carboxy-3-methoxyca...